describe an organic reaction: reactants, conditions, products, and yield From a dataset of the Open Reaction Database (ORD), a public repository of structured organic reaction records. The reactants are CN(c1ccc(Cl)nc1)S(C)(=O)=O, [H-], [Na+], CN(C)C=O, COC1(c2cccc(S)c2)CCOCC1. Yields the product COC1(c2cccc(Sc3ccc(N(C)S(C)(=O)=O)cn3)c2)CCOCC1. Reaction SMILES: [Cl:3][c:4]1[cH:5][cH:6][c:7]([N:10]([S:11](=[O:12])(=[O:13])[CH3:14])[CH3:15])[cH:8][n:9]1.[H-:1].[Na+:2].[O:31]=[CH:32][N:33]([CH3:34])[CH3:35].[SH:16][c:17]1[cH:18][c:19]([C:23]2([O:29][CH3:30])[CH2:24][CH2:25][O:26][CH2:27][CH2:28]2)[cH:20][cH:21][cH:22]1>>[c:4]1([S:16][c:17]2[cH:18][c:19]([C:23]3([O:29][CH3:30])[CH2:24][CH2:25][O:26][CH2:27][CH2:28]3)[cH:20][cH:21][cH:22]2)[cH:5][cH:6][c:7]([N:10]([S:11](=[O:12])(=[O:13])[CH3:14])[CH3:15])[cH:8][n:9]1. The product is Cc1cc(C#N)cc2c1C(=O)N(Cc1ccc(Cl)cc1)C2. Starting materials: Cc1cc(Br)cc2c1C(=O)N(Cc1ccc(Cl)cc1)C2, CC#N, [Cu]I, N#C[Na], c1ccc(P(c2ccccc2)(c2ccccc2)[Pd](P(c2ccccc2)(c2ccccc2)c2ccccc2)(P(c2ccccc2)(c2ccccc2)c2ccccc2)P(c2ccccc2)(c2ccccc2)c2ccccc2)cc1. RXN SMILES: [Br:1][c:2]1[cH:3][c:4]2[c:8]([c:9]([CH3:11])[cH:10]1)[C:7](=[O:12])[N:6]([CH2:13][c:14]1[cH:15][cH:16][c:17]([Cl:20])[cH:18][cH:19]1)[CH2:5]2.[CH3:24][C:25]#[N:26].[Cu:104][I:105].[Na:21][C:22]#[N:23].[cH:27]1[cH:28][cH:29][c:30]([P:31]([Pd:32]([P:33]([c:34]2[cH:35][cH:36][cH:37][cH:38][cH:39]2)([c:40]2[cH:41][cH:42][cH:43][cH:44][cH:45]2)[c:46]2[cH:47][cH:48][cH:49][cH:50][cH:51]2)([P:52]([c:53]2[cH:54][cH:55][cH:56][cH:57][cH:58]2)([c:59]2[cH:60][cH:61][cH:62][cH:63][cH:64]2)[c:65]2[cH:66][cH:67][cH:68][cH:69][cH:70]2)[P:71]([c:72]2[cH:73][cH:74][cH:75][cH:76][cH:77]2)([c:78]2[cH:79][cH:80][cH:81][cH:82][cH:83]2)[c:84]2[cH:85][cH:86][cH:87][cH:88][cH:89]2)([c:90]2[cH:91][cH:92][cH:93][cH:94][cH:95]2)[c:96]2[cH:97][cH:98][cH:99][cH:100][cH:101]2)[cH:102][cH:103]1>>[c:2]1([C:22]#[N:23])[cH:3][c:4]2[c:8]([c:9]([CH3:11])[cH:10]1)[C:7](=[O:12])[N:6]([CH2:13][c:14]1[cH:15][cH:16][c:17]([Cl:20])[cH:18][cH:19]1)[CH2:5]2.